From a dataset of the Open Reaction Database (ORD), a public repository of structured organic reaction records. describe an organic reaction: reactants, conditions, products, and yield The reactants are CC(=O)CC(C)=O, COCCOC, O=C(Cl)c1ccc(NCCCCCCCCCCCC#Cc2ccc(Cl)cc2)cc1, Cl, [H-], [Na+]. The product is CC(=O)C(C(C)=O)C(=O)c1ccc(NCCCCCCCCCCCC#Cc2ccc(Cl)cc2)cc1. RXN SMILES: [CH3:1][C:2]([CH2:3][C:4]([CH3:5])=[O:6])=[O:7].[CH3:41][O:42][CH2:43][CH2:44][O:45][CH3:46].[Cl:11][c:12]1[cH:13][cH:14][c:15]([C:18]#[C:19][CH2:20][CH2:21][CH2:22][CH2:23][CH2:24][CH2:25][CH2:26][CH2:27][CH2:28][CH2:29][CH2:30][NH:31][c:32]2[cH:33][cH:34][c:35]([C:36](=[O:37])[Cl:38])[cH:39][cH:40]2)[cH:16][cH:17]1.[ClH:10].[H-:8].[Na+:9]>>[CH3:1][C:2]([CH:3]([C:4]([CH3:5])=[O:6])[C:36]([c:35]1[cH:34][cH:33][c:32]([NH:31][CH2:30][CH2:29][CH2:28][CH2:27][CH2:26][CH2:25][CH2:24][CH2:23][CH2:22][CH2:21][CH2:20][C:19]#[C:18][c:15]2[cH:14][cH:13][c:12]([Cl:11])[cH:17][cH:16]2)[cH:40][cH:39]1)=[O:37])=[O:7]. The reactants are CC(CO)(c1ccccc1)N(C(=O)OCC1c2ccccc2-c2ccccc21)c1ccccc1, CC(C)=O. Product: CC(C(=O)O)(c1ccccc1)N(C(=O)OCC1c2ccccc2-c2ccccc21)c1ccccc1. As a reaction SMILES: [C:1](=[O:2])([O:3][CH2:4][CH:5]1[c:6]2[cH:7][cH:8][cH:9][cH:10][c:11]2-[c:12]2[cH:13][cH:14][cH:15][cH:16][c:17]21)[N:18]([C:19]([CH3:20])([CH2:21][OH:22])[c:23]1[cH:24][cH:25][cH:26][cH:27][cH:28]1)[c:29]1[cH:30][cH:31][cH:32][cH:33][cH:34]1.[CH3:35][C:36]([CH3:37])=[O:38]>>[C:1](=[O:2])([O:3][CH2:4][CH:5]1[c:6]2[cH:7][cH:8][cH:9][cH:10][c:11]2-[c:12]2[cH:13][cH:14][cH:15][cH:16][c:17]21)[N:18]([C:19]([CH3:20])([C:21](=[O:22])[OH:38])[c:23]1[cH:24][cH:25][cH:26][cH:27][cH:28]1)[c:29]1[cH:30][cH:31][cH:32][cH:33][cH:34]1. The reactants are ClC1=C(C=CC=C1)C=CCCCC#CC(C)=O (9-(2-Chlorophenyl)non-8-en-3-yn-2-one). The reagents and catalysts are [Au] (gold). Run in ClC1=C(C=CC=C1)Cl (1,2-dichlorobenzene). Run at temperature 180 celsius, time 3 hour. Product: ClC=1C=CC=C2C(=C3C(=CC12)CCC3)C(C)=O (1-(8-Chloro-2,3-dihydro-1H-cyclopenta[b]naphthalen-4-yl)ethanone). Isolated yield 86.0%. RXN SMILES: [Cl:1][C:2]1[CH:7]=[CH:6][CH:5]=[CH:4][C:3]=1[CH:8]=[CH:9][CH2:10][CH2:11][CH2:12][C:13]#[C:14][C:15](=[O:17])[CH3:16]>[Au].ClC1C=CC=CC=1Cl>[Cl:1][C:2]1[CH:7]=[CH:6][CH:5]=[C:4]2[C:3]=1[CH:8]=[C:9]1[CH2:10][CH2:11][CH2:12][C:13]1=[C:14]2[C:15](=[O:17])[CH3:16]. Reported procedure: A microwave irradiation vial (10-20 mL) was equipped with a sir bar (1.5 cm) and was charged with compound 5c (0.20 g, 0.81 mmol) and 1,2-dichlorobenzene (13.5 mL). The reaction was irradiated with stirring at 180° C. for 3 h, turning gold in color. The solution was directly added to a silica gel column, which was eluted with n-hexane to separate the 1,2-dichlorobenzene and then AcOEt/n-hexane 1:9 to collect the pure product. The title compound was isolated as a yellow solid in a 86% yield (0.17... The reactants are ClC=1C=C(SC1)C(C)=O (4-chloro-2-acetylthiophene), O (Water), NC(=S)N (thiourea). Solvent: C(C)OCC (diethylether), BrBr (bromine), CCO (EtOH). Conditions: time 2 hour. The product is NC=1SC=C(N1)C=1SC=C(C1)Cl (2-amino-4-(4-chlorothiophen-2-yl)thiazole). The yield is 45.6%. Reaction SMILES: [Cl:1][C:2]1[CH:3]=[C:4]([C:7](=O)[CH3:8])[S:5][CH:6]=1.O.[NH2:11][C:12]([NH2:14])=[S:13]>C(OCC)C.BrBr.CCO>[NH2:14][C:12]1[S:13][CH:8]=[C:7]([C:4]2[S:5][CH:6]=[C:2]([Cl:1])[CH:3]=2)[N:11]=1. Procedure: To a solution of 4.18 g of 4-chloro-2-acetylthiophene in 30 ml of diethylether, 1.5 ml of bromine was added under ice cooling, and the mixture was stirred at room temperature for 2 hours. Water was added to the reaction solution, and the organic phase was extracted. The obtained organic layer was washed with brine and dried over anhydrous sodium sulfate. The solvent was evaporated under reduced pressure to obtain brominated compound. To a solution of the brominated compound in 30 ml of EtOH, 2.1... Reactants: CCOC(=O)Cc1cccc(NC(=O)c2ccc(-c3ccc(N(C)C)cc3)o2)c1, [Na+], [OH-], O. Product: CN(C)c1ccc(-c2ccc(C(=O)Nc3cccc(CC(=O)O)c3)o2)cc1. As a reaction SMILES: [CH2:1]([CH3:2])[O:3][C:4]([CH2:5][c:6]1[cH:7][c:8]([NH:12][C:13](=[O:14])[c:15]2[o:16][c:17](-[c:20]3[cH:21][cH:22][c:23]([N:26]([CH3:27])[CH3:28])[cH:24][cH:25]3)[cH:18][cH:19]2)[cH:9][cH:10][cH:11]1)=[O:29].[Na+:31].[OH-:30].[OH2:32]>>[O:3]=[C:4]([CH2:5][c:6]1[cH:7][c:8]([NH:12][C:13](=[O:14])[c:15]2[o:16][c:17](-[c:20]3[cH:21][cH:22][c:23]([N:26]([CH3:27])[CH3:28])[cH:24][cH:25]3)[cH:18][cH:19]2)[cH:9][cH:10][cH:11]1)[OH:29]. Starting materials: Cl.ClC=1C=C(N)C=CC1 (3-chloroaniline hydrochloride), [OH-].[Na+] (sodium hydroxide), ferric trichloride hexahydrate, C(=C)C(=O)C (methyl vinyl ketone). Reagents/catalysts: [Cl-].[Zn+2].[Cl-] (zinc chloride). Run in C(C)O (ethanol). Reaction conditions: temperature 60 celsius. Product: CC1=CC=NC2=CC(=CC=C12)Cl (4-methyl-7-chloroquinoline). As a reaction SMILES: Cl.[Cl:2][C:3]1[CH:4]=[C:5]([CH:7]=[CH:8][CH:9]=1)[NH2:6].[CH:10]([C:12]([CH3:14])=O)=[CH2:11].[OH-].[Na+]>[Cl-].[Zn+2].[Cl-].C(O)C>[CH3:14][C:12]1[C:7]2[C:5](=[CH:4][C:3]([Cl:2])=[CH:9][CH:8]=2)[N:6]=[CH:11][CH:10]=1 |f:0.1,3.4,5.6.7|. Procedure details: 32.8 g. (0.2 mol) 3-chloroaniline hydrochloride, 81 g. ferric trichloride hexahydrate (0.3 mol), 3.0 g. redried anhydrous zinc chloride and 150 mL 95% ethanol were added into a 500 mL 3-neck flask equipped with a reflux condenser, a magnetic stirrer with heating, a thermometer and a constant-pressure dropping funnel, and the mixture was stirred and heated to 60° C. 12.6 g. (0.18 mol) methyl vinyl ketone was added slowly through the constant-pressure dropping funnel while maintaining the temperat... Reactants: CCCCCCCCC(=O)Cl, [Li]CCCC, O=C1NC(Cc2ccccc2)CO1, C1CCOC1. Yields the product CCCCCCCCC(=O)N1C(=O)OCC1Cc1ccccc1. Reaction SMILES: [C:19]([CH2:20][CH2:21][CH2:22][CH2:23][CH2:24][CH2:25][CH2:26][CH3:27])(=[O:28])[Cl:29].[CH2:14]([Li:15])[CH2:16][CH2:17][CH3:18].[CH2:1]([c:2]1[cH:3][cH:4][cH:5][cH:6][cH:7]1)[CH:8]1[NH:9][C:10](=[O:13])[O:11][CH2:12]1.[CH2:30]1[O:31][CH2:32][CH2:33][CH2:34]1>>[CH2:1]([c:2]1[cH:3][cH:4][cH:5][cH:6][cH:7]1)[CH:8]1[N:9]([C:19]([CH2:20][CH2:21][CH2:22][CH2:23][CH2:24][CH2:25][CH2:26][CH3:27])=[O:28])[C:10](=[O:13])[O:11][CH2:12]1.